From a dataset of the Open Reaction Database (ORD), a public repository of structured organic reaction records. describe an organic reaction: reactants, conditions, products, and yield The reactants are Mg, BrC=1C=C(C2=C(OC(O2)(F)F)C1)[Si](CC)(CC)CC ((6-bromo-2,2-difluoro-benzo[1,3]dioxol-4-yl)-triethyl-silane), C(=O)=O (CO2), [NH4+].[Cl-] (NH4Cl), BrC=1C=C(C2=C(OC(O2)(F)F)C1)[Si](CC)(CC)CC ((6-bromo-2,2-difluoro-benzo[1,3]dioxol-4-yl)-triethyl-silane), Cl (HCl). Solvent: C(C)OCC (diethyl ether). Reaction conditions: temperature 35 celsius, time 30 minute. Yields the product FC1(OC2=C(O1)C(=CC(=C2)C(=O)O)[Si](CC)(CC)CC)F (2,2-Difluoro-7-triethylsilanyl-benzo[1,3]dioxole-5-carboxylic acid). RXN SMILES: Br[C:2]1[CH:3]=[C:4]([Si:13]([CH2:18][CH3:19])([CH2:16][CH3:17])[CH2:14][CH3:15])[C:5]2[O:9][C:8]([F:11])([F:10])[O:7][C:6]=2[CH:12]=1.[C:20](=[O:22])=[O:21].[NH4+].[Cl-].Cl>C(OCC)C>[F:10][C:8]1([F:11])[O:9][C:5]2[C:4]([Si:13]([CH2:18][CH3:19])([CH2:16][CH3:17])[CH2:14][CH3:15])=[CH:3][C:2]([C:20]([OH:22])=[O:21])=[CH:12][C:6]=2[O:7]1 |f:2.3|. Procedure: 200 ml of anhydrous diethyl ether were poured to 1.9 g of Mg turnings and 2.0 g of (6-bromo-2,2-difluoro-benzo[1,3]dioxol-4-yl)-triethyl-silane (Eur. J. Org. Chem. 2004, 1, 64) added. The mixture was then stirred at 35° C. for 30 minutes. Then, the heating was shut down and 23.4 g of (6-bromo-2,2-difluoro-benzo[1,3]dioxol-4-yl)-triethyl-silane was added dropwise to the stirred mixture at a rate that ensured gentle boiling. Stirring was continued at 35° C. for 2 h. Then, the mixture was intensely... The reactants are COC=1C=C(C=C(C1)OC)O (3,5-dimethoxyphenol), BrCC(=O)C1=CC(=CC(=C1)F)F (2-bromo-1-(3,5-difluorophenyl)ethanone). Product: FC=1C=C(C=C(C1)F)C=1OC=2C(C1)=C(C=C(C2)O)O (2-(3,5-difluorophenyl)benzofuran-4,6-diol). The yield is 60.0%. Reaction SMILES: C[O:2][C:3]1[CH:4]=[C:5](O)[CH:6]=[C:7]([O:9]C)[CH:8]=1.Br[CH2:13][C:14]([C:16]1[CH:21]=[C:20]([F:22])[CH:19]=[C:18]([F:23])[CH:17]=1)=[O:15]>>[F:23][C:18]1[CH:17]=[C:16]([C:14]2[O:15][C:5]3[C:6](=[C:7]([OH:9])[CH:8]=[C:3]([OH:2])[CH:4]=3)[CH:13]=2)[CH:21]=[C:20]([F:22])[CH:19]=1. Reported procedure: This compound was prepared using Method A from 3,5-dimethoxyphenol and 2-bromo-1-(3,5-difluorophenyl)ethanone: Yield 60% following procedures A.2 and A.5; m.p. 208-209° C.; IR 3353, 3092, 1615, 1780, 1432, 1349, 1125 cm−1; 1H-NMR (500 MHz, δ ppm, DMSO-d6) 10.05 (s, 1H), 9.54 (s, 1H), 7.49 (d, J=6.8 Hz, 2H), 7.47 (s, 1H), 7.15 (t, J=8.6 Hz, 1H), 6.43 (s, 1H), 6.21 (s, 1H); 13C-NMR (126 MHz, δ ppm, CDCl3) 165.1 (dd, J=246.3 Hz, 13.3 Hz), 158.9, 158.9, 152.9, 151.65, 135.7 (t, J=10.6 Hz), 112.7, 10... Starting materials: Cc1[nH]cnc1CSCCN, CCO, CC(C)O, COc1ccnc(Cc2cnc(N[N+](=O)[O-])[nH]c2=O)c1. Product: COc1ccnc(Cc2cnc(NCCSCc3nc[nH]c3C)[nH]c2=O)c1. Reaction SMILES: [CH3:21][c:22]1[c:23]([CH2:27][S:28][CH2:29][CH2:30][NH2:31])[n:24][cH:25][nH:26]1.[CH3:32][CH2:33][OH:34].[CH3:35][CH:36]([OH:37])[CH3:38].[N+:1]([O-:2])(=[O:3])[NH:4][c:5]1[n:6][cH:7][c:8]([CH2:12][c:13]2[n:14][cH:15][cH:16][c:17]([O:19][CH3:20])[cH:18]2)[c:9](=[O:11])[nH:10]1>>[NH:4]([c:5]1[n:6][cH:7][c:8]([CH2:12][c:13]2[n:14][cH:15][cH:16][c:17]([O:19][CH3:20])[cH:18]2)[c:9](=[O:11])[nH:10]1)[CH2:30][CH2:29][S:28][CH2:27][c:23]1[c:22]([CH3:21])[nH:26][cH:25][n:24]1. The reactants are OC1=NC=CC(=N1)C=1C=C(C=CC1)P(C1=CC=CC=C1)C1=CC=CC=C1 ([3-(2-Hydroxy-4-pyrimidinyl)phenyl]diphenylphosphane), P(Cl)(Cl)Cl (PCl3). The solvent is C(Cl)(Cl)Cl (CHCl3). The product is ClC1=NC=CC(=N1)C=1C=C(C=CC1)P(C1=CC=CC=C1)C1=CC=CC=C1 ([3-(2-Chloro-4-pyrimidinyl)phenyl]diphenylphosphane). Isolated yield 90.0%. As a reaction SMILES: O[C:2]1[N:7]=[C:6]([C:8]2[CH:9]=[C:10]([P:14]([C:21]3[CH:26]=[CH:25][CH:24]=[CH:23][CH:22]=3)[C:15]3[CH:20]=[CH:19][CH:18]=[CH:17][CH:16]=3)[CH:11]=[CH:12][CH:13]=2)[CH:5]=[CH:4][N:3]=1.P(Cl)(Cl)[Cl:28]>C(Cl)(Cl)Cl>[Cl:28][C:2]1[N:7]=[C:6]([C:8]2[CH:9]=[C:10]([P:14]([C:21]3[CH:26]=[CH:25][CH:24]=[CH:23][CH:22]=3)[C:15]3[CH:20]=[CH:19][CH:18]=[CH:17][CH:16]=3)[CH:11]=[CH:12][CH:13]=2)[CH:5]=[CH:4][N:3]=1. Procedure: 5 mmol of 20 are dissolved in 50 ml of CHCl3 and mixed with 10 mmol of PCl3. It is refluxed for 30 min, the volatiles are removed in a vacuum and the colorless solid is washed with water. Recrystallization from chloroform gives 21 in a yield above 90%. ESI MS, m/z (%): 375.8154 (100) [M+H]+. 31P{1H} NMR (101.2 MHz, 25° C., DMSO-d6): δ −7.40.